From a dataset of the Open Reaction Database (ORD), a public repository of structured organic reaction records. describe an organic reaction: reactants, conditions, products, and yield Starting materials: CC(C)=O, CI, [K+], [K+], O=C([O-])[O-], COC(=O)c1cc(O)cc(O)c1. Yields the product COC(=O)c1cc(O)cc(OC)c1. Reaction SMILES: [CH3:21][C:22](=[O:23])[CH3:24].[I:19][CH3:20].[K+:13].[K+:14].[O-:15][C:16]([O-:17])=[O:18].[OH:1][c:2]1[cH:3][c:4]([C:5](=[O:6])[O:7][CH3:8])[cH:9][c:10]([OH:12])[cH:11]1>>[OH:1][c:2]1[cH:3][c:4]([C:5](=[O:6])[O:7][CH3:8])[cH:9][c:10]([O:12][CH3:16])[cH:11]1. Starting materials: NC=1C=C(C=CC1)C(C1=CC=C(C=C1)OC)NCC(O)C1=CC=CC=C1 (2-{[(3-aminophenyl)-(4-methoxyphenyl)methyl]amino}-1-phenylethanol), COC=1C(C(C1OC)=O)=O (3,4-dimethoxy-3-cyclobutene-1,2-dione). Solvent: CO (methanol). Product: OC(CNC(C=1C=C(C=CC1)NC=1C(C(C1OC)=O)=O)C1=CC=C(C=C1)OC)C1=CC=CC=C1 (3-{3-[(2-Hydroxy-2-phenylethyl)amino-(4-methoxyphenyl)methyl]-phenylamino}-4-methoxy-3-cyclobutene-1,2-dione). Yield: 45.6%. RXN SMILES: [NH2:1][C:2]1[CH:3]=[C:4]([CH:8]([NH:17][CH2:18][CH:19]([C:21]2[CH:26]=[CH:25][CH:24]=[CH:23][CH:22]=2)[OH:20])[C:9]2[CH:14]=[CH:13][C:12]([O:15][CH3:16])=[CH:11][CH:10]=2)[CH:5]=[CH:6][CH:7]=1.[CH3:27][O:28][C:29]1[C:30](=O)[C:31](=[O:35])[C:32]=1[O:33]C>CO>[OH:20][CH:19]([C:21]1[CH:26]=[CH:25][CH:24]=[CH:23][CH:22]=1)[CH2:18][NH:17][CH:8]([C:9]1[CH:14]=[CH:13][C:12]([O:15][CH3:16])=[CH:11][CH:10]=1)[C:4]1[CH:3]=[C:2]([NH:1][C:30]2[C:31](=[O:35])[C:32](=[O:33])[C:29]=2[O:28][CH3:27])[CH:7]=[CH:6][CH:5]=1. Procedure details: In a similar manner to that described in Example (1c), a solution of 2-{[(3-aminophenyl)-(4-methoxyphenyl)methyl]amino}-1-phenylethanol (2.2 g) [prepared as described in step (c) above] in methanol (40 ml) and 3,4-dimethoxy-3-cyclobutene-1,2-dione (940 mg) were reacted, to afford the title compound (1.32 g) as a white foamy solid. Starting materials: O=C(NC(c1cccc(OCc2ccccc2)c1)c1nccnc1Cl)C1CCC1, O=C(O)C1CCC1. Yields the product O=C(NC(c1cccc(OCc2ccccc2)c1)c1nccnc1Cl)C1CCCCC1. RXN SMILES: [CH2:1]([c:2]1[cH:3][cH:4][cH:5][cH:6][cH:7]1)[O:8][c:9]1[cH:10][c:11]([CH:15]([c:16]2[n:17][cH:18][cH:19][n:20][c:21]2[Cl:22])[NH:23][C:24](=[O:25])[CH:26]2[CH2:27][CH2:28][CH2:29]2)[cH:12][cH:13][cH:14]1.[CH:30]1([C:32]([OH:33])=[O:34])[CH2:31][CH2:36][CH2:35]1>>[CH2:1]([c:2]1[cH:3][cH:4][cH:5][cH:6][cH:7]1)[O:8][c:9]1[cH:10][c:11]([CH:15]([c:16]2[n:17][cH:18][cH:19][n:20][c:21]2[Cl:22])[NH:23][C:24](=[O:25])[CH:26]2[CH2:27][CH2:28][CH2:29][CH2:31][CH2:30]2)[cH:12][cH:13][cH:14]1. Reactants: CI, CN(C)C=O, Clc1ccc2c(c1)C(c1ccccc1)=Nc1cccnc1N2, [H-], [Na+], O. Yields the product CN1c2ccc(Cl)cc2C(c2ccccc2)=Nc2cccnc21. As a reaction SMILES: [CH3:25][I:26].[CH3:28][N:29]([CH3:30])[CH:31]=[O:32].[Cl:3][c:4]1[cH:5][cH:6][c:7]2[c:8]([cH:24]1)[C:9]([c:18]1[cH:19][cH:20][cH:21][cH:22][cH:23]1)=[N:10][c:11]1[c:12]([n:14][cH:15][cH:16][cH:17]1)[NH:13]2.[H-:1].[Na+:2].[OH2:27]>>[Cl:3][c:4]1[cH:5][cH:6][c:7]2[c:8]([cH:24]1)[C:9]([c:18]1[cH:19][cH:20][cH:21][cH:22][cH:23]1)=[N:10][c:11]1[c:12]([n:14][cH:15][cH:16][cH:17]1)[N:13]2[CH3:25].